Dataset: the Open Reaction Database (ORD), a public repository of structured organic reaction records. Task: describe an organic reaction: reactants, conditions, products, and yield The reactants are B, Cl, Nc1ccc(C(=O)N2CCN(Cc3ccc(C(O)(C(F)(F)F)C(F)(F)F)cc3)CC2)cc1F, C1CCOC1, C1CCOC1. The product is Nc1ccc(CN2CCN(Cc3ccc(C(O)(C(F)(F)F)C(F)(F)F)cc3)CC2)cc1F. RXN SMILES: [BH3:6].[ClH:40].[NH2:7][c:8]1[c:9]([F:39])[cH:10][c:11]([C:14](=[O:15])[N:16]2[CH2:17][CH2:18][N:19]([CH2:22][c:23]3[cH:24][cH:25][c:26]([C:29]([C:30]([F:31])([F:32])[F:33])([C:34]([F:35])([F:36])[F:37])[OH:38])[cH:27][cH:28]3)[CH2:20][CH2:21]2)[cH:12][cH:13]1.[O:1]1[CH2:2][CH2:3][CH2:4][CH2:5]1.[O:41]1[CH2:42][CH2:43][CH2:44][CH2:45]1>>[NH2:7][c:8]1[c:9]([F:39])[cH:10][c:11]([CH2:14][N:16]2[CH2:17][CH2:18][N:19]([CH2:22][c:23]3[cH:24][cH:25][c:26]([C:29]([C:30]([F:31])([F:32])[F:33])([C:34]([F:35])([F:36])[F:37])[OH:38])[cH:27][cH:28]3)[CH2:20][CH2:21]2)[cH:12][cH:13]1. Run at temperature 190 celsius, time 3 day. Reaction SMILES: [Br:1]CCC(C)(C)C.[C:8]1([P:14]([C:21]2[CH:26]=[CH:25][CH:24]=[CH:23][CH:22]=2)[C:15]2[CH:20]=[CH:19][CH:18]=[CH:17][CH:16]=2)[CH:13]=[CH:12][CH:11]=[CH:10][CH:9]=1.[C:27]1([CH3:33])[CH:32]=C[CH:30]=[CH:29][CH:28]=1>>[Br-:1].[CH3:32][CH:27]([CH3:33])[CH2:28][CH2:29][CH2:30][P+:14]([C:8]1[CH:9]=[CH:10][CH:11]=[CH:12][CH:13]=1)([C:15]1[CH:20]=[CH:19][CH:18]=[CH:17][CH:16]=1)[C:21]1[CH:22]=[CH:23][CH:24]=[CH:25][CH:26]=1 |f:3.4|. Yields the product [Br-].CC(CCC[P+](C1=CC=CC=C1)(C1=CC=CC=C1)C1=CC=CC=C1)C ((4-Methyl-pentyl)-triphenyl-phosphonium bromide). Reactants: BrCCC(C)(C)C (1-bromo-3,3-dimethylbutane), C1(=CC=CC=C1)C (toluene), C1(=CC=CC=C1)P(C1=CC=CC=C1)C1=CC=CC=C1 (triphenyl-phosphine). Reported procedure: Dissolve 1-bromo-3,3-dimethylbutane(9.6 g, 58.15 mmol) in toluene, add triphenyl-phosphine (13.8 g, 55.2 mmol) and stir at 80° C. for 4 days in a scewcapglass and 3 days in an autoklav at 4 bar and 190° C. Cool the reaction mixture down to room temperature and isolate the product by crystallization in ether as a white solid (9.8 g). MS (m/e): 347 (M+H). Starting materials: CC1(C=2C=CC(=CC2C(CC1)(C)C)/C(=C/C1=CC=C(C(=O)O)C=C1)/C)C (p-[(E)-2-(5,6,7,8-tetrahydro-5,5,8,8-tetramethyl-2-naphthyl)propenyl]-benzoic acid), C(C)NCC (diethylamine). Product: C(C)N(C(C1=CC=C(C=C1)\C=C(/C)\C1=CC=2C(CCC(C2C=C1)(C)C)(C)C)=O)CC (p-[(E)-2-(5,6,7,8-tetrahydro-5,5,8,8-tetramethyl-2-naphthyl)propenyl]-benzoic acid diethylamide). As a reaction SMILES: [CH3:1][C:2]1([CH3:26])[CH2:11][CH2:10][C:9]([CH3:13])([CH3:12])[C:8]2[CH:7]=[C:6](/[C:14](/[CH3:25])=[CH:15]/[C:16]3[CH:24]=[CH:23][C:19]([C:20](O)=[O:21])=[CH:18][CH:17]=3)[CH:5]=[CH:4][C:3]1=2.[CH2:27]([NH:29][CH2:30][CH3:31])[CH3:28]>>[CH2:27]([N:29]([CH2:30][CH3:31])[C:20](=[O:21])[C:19]1[CH:18]=[CH:17][C:16](/[CH:15]=[C:14](/[C:6]2[CH:5]=[CH:4][C:3]3[C:2]([CH3:26])([CH3:1])[CH2:11][CH2:10][C:9]([CH3:13])([CH3:12])[C:8]=3[CH:7]=2)\[CH3:25])=[CH:24][CH:23]=1)[CH3:28]. Procedure: In a manner analogous to that described in Example 11, from p-[(E)-2-(5,6,7,8-tetrahydro-5,5,8,8-tetramethyl-2-naphthyl)propenyl]-benzoic acid and diethylamine there can be obtained p-[(E)-2-(5,6,7,8-tetrahydro-5,5,8,8-tetramethyl-2-naphthyl)propenyl]-benzoic acid diethylamide of melting point 111°-112° C.